describe an organic reaction: reactants, conditions, products, and yield From a dataset of the Open Reaction Database (ORD), a public repository of structured organic reaction records. The reactants are O=C(O)C(F)(F)F, O=C(O)COc1ccc(-c2ccc(F)cc2)nc1, Nc1ccccn1. Yields the product O=C(O)C(F)(F)F, O=C(COc1ccc(-c2ccc(F)cc2)nc1)Nc1ccccn1. Reaction SMILES: [F:1][C:2]([C:3](=[O:4])[OH:5])([F:6])[F:7].[F:8][c:9]1[cH:10][cH:11][c:12](-[c:15]2[cH:16][cH:17][c:18]([O:21][CH2:22][C:23](=[O:24])[OH:25])[cH:19][n:20]2)[cH:13][cH:14]1.[NH2:26][c:27]1[n:28][cH:29][cH:30][cH:31][cH:32]1>>[F:1][C:2]([C:3](=[O:4])[OH:5])([F:6])[F:7].[F:8][c:9]1[cH:10][cH:11][c:12](-[c:15]2[cH:16][cH:17][c:18]([O:21][CH2:22][C:23](=[O:25])[NH:26][c:27]3[n:28][cH:29][cH:30][cH:31][cH:32]3)[cH:19][n:20]2)[cH:13][cH:14]1. The reactants are CS(C)=O, N#CCCl, Oc1ccc(Cl)c(Cl)c1, [K+], [K+], O=C([O-])[O-], O. Yields the product N#CCOc1ccc(Cl)c(Cl)c1. RXN SMILES: [CH3:20][S:21]([CH3:22])=[O:23].[Cl:16][CH2:17][C:18]#[N:19].[Cl:1][c:2]1[cH:3][c:4]([OH:9])[cH:5][cH:6][c:7]1[Cl:8].[K+:10].[K+:11].[O-:12][C:13]([O-:14])=[O:15].[OH2:24]>>[Cl:1][c:2]1[cH:3][c:4]([O:9][CH2:17][C:18]#[N:19])[cH:5][cH:6][c:7]1[Cl:8]. Starting materials: C[Si](C)(C)C#N (Trimethylsilyl cyanide), [F-].C(CCC)[N+](CCCC)(CCCC)CCCC (tetrabutylammonium flouride), BrC(CC)C1=CC=C(C=C1)C (rac-1-(1-Bromo-propyl)-4-methylbenzene). Solvent: C(C)#N (acetonitrile). Run at time 5 minute. Product: C1(=CC=C(C=C1)C(C#N)CC)C (rac-2-p-tolyl-butyronitrile). Reaction SMILES: C[Si]([C:5]#[N:6])(C)C.[F-].C([N+](CCCC)(CCCC)CCCC)CCC.Br[CH:26]([C:29]1[CH:34]=[CH:33][C:32]([CH3:35])=[CH:31][CH:30]=1)[CH2:27][CH3:28]>C(#N)C>[C:32]1([CH3:35])[CH:33]=[CH:34][C:29]([CH:26]([CH2:27][CH3:28])[C:5]#[N:6])=[CH:30][CH:31]=1 |f:1.2|. Procedure details: 7.36 g (74.4 mmol) Trimethylsilyl cyanide was added to a solution of 74.4 ml (1.0 M in THF, 74.4 mmol) tetrabutylammonium flouride in 300 ml acetonitrile and the mixture was stirred for 5 minutes. 5.28 g (24.8 mmol) rac-1-(1-Bromo-propyl)-4-methylbenzene were added and the reaction mixture was stirred at ambient temperature for 16 hours. The solvent was removed in vacuo and the viscous residue obtained was partitioned between water and dichloromethane. The dichloromethane was separated, then was... Starting materials: C(C)(C)(C)OC(NC[C@@H](C)N1C(=CC2=CC(=C(C=C12)C)Br)C(O[SiH](C)C)C(C(C)C)(C)C)=O ((R)-(2-{5-bromo-2-[dimethyl-(1,1,2-trimethyl-propyl)-silanyloxymethyl]-6-methyl-indol-1-yl}-propyl)-carbamic acid tert-butyl ester), [F-].[NH4+] (ammonium fluoride). The solvent is CO (methanol). Reaction conditions: time 18 hour. Product: C(C)(C)(C)OC(=O)N1CC=2N(C=3C=C(C(=CC3C2)Br)C)[C@@H](C1)C ((R)-8-Bromo-4,7-dimethyl-1,2,3,4-tetrahydro-pyrazino[1,2-a]indole-2-carboxylic acid tert-butyl ester). Isolated yield 56.0%. Reaction SMILES: [C:1]([O:5][C:6](=[O:33])[NH:7][CH2:8][C@H:9]([N:11]1[C:19]2[C:14](=[CH:15][C:16]([Br:21])=[C:17]([CH3:20])[CH:18]=2)[CH:13]=[C:12]1[CH:22](C(C)(C)C(C)C)O[SiH](C)C)[CH3:10])([CH3:4])([CH3:3])[CH3:2].[F-].[NH4+]>CO>[C:1]([O:5][C:6]([N:7]1[CH2:8][C@@H:9]([CH3:10])[N:11]2[C:19]3[CH:18]=[C:17]([CH3:20])[C:16]([Br:21])=[CH:15][C:14]=3[CH:13]=[C:12]2[CH2:22]1)=[O:33])([CH3:4])([CH3:3])[CH3:2] |f:1.2|. Reported procedure: A mixture of 0.75 g (R)-(2-{5-bromo-2-[dimethyl-(1,1,2-trimethyl-propyl)-silanyloxymethyl]-6-methyl-indol-1-yl}-propyl)-carbamic acid tert-butyl ester and 0.52 g ammonium fluoride in 7.5 ml methanol was stirred 18 h at room temperature. The reaction mixture was partitioned between water and ethyl acetate. The phases were separated and the organic phase was washed with 10% citric acid, 10% sodium bicarbonate and brine, dried over magnesium sulfate and evaporated to dryness. The residue was taken ...